This data is from the Open Reaction Database (ORD), a public repository of structured organic reaction records. The task is: describe an organic reaction: reactants, conditions, products, and yield Reactants: COC(=O)[C@H]1N(C[C@@H](C1)S(=O)(=O)C1=C(C=CC=C1)C(F)(F)F)C(CC(C)=O)=S ((2S,4R)-1-(3-oxo-thiobutyryl)-4-(2-trifluoromethyl-benzenesulfonyl)-pyrrolidine-2-carboxylic acid methyl ester), FC(CNN)(F)F (2,2,2-trifluoroethylhydrazine). Product: COC(=O)[C@H]1N(C[C@@H](C1)S(=O)(=O)C1=C(C=CC=C1)C(F)(F)F)C=1N(N=C(C1)C)CC(F)(F)F ((2S,4R)-1-[5-Methyl-2-(2,2,2-trifluoro-ethyl)-2H-pyrazol-3-yl]-4-(2-trifluoromethyl-benzenesulfonyl)-pyrrolidine-2-carboxylic acid methyl ester). Reaction SMILES: [CH3:1][O:2][C:3]([C@@H:5]1[CH2:9][C@@H:8]([S:10]([C:13]2[CH:18]=[CH:17][CH:16]=[CH:15][C:14]=2[C:19]([F:22])([F:21])[F:20])(=[O:12])=[O:11])[CH2:7][N:6]1[C:23](=S)[CH2:24][C:25](=O)[CH3:26])=[O:4].[F:29][C:30]([F:35])([F:34])[CH2:31][NH:32][NH2:33]>>[CH3:1][O:2][C:3]([C@@H:5]1[CH2:9][C@@H:8]([S:10]([C:13]2[CH:18]=[CH:17][CH:16]=[CH:15][C:14]=2[C:19]([F:20])([F:21])[F:22])(=[O:12])=[O:11])[CH2:7][N:6]1[C:23]1[N:32]([CH2:31][C:30]([F:35])([F:34])[F:29])[N:33]=[C:25]([CH3:26])[CH:24]=1)=[O:4]. Reported procedure: In analogy to the procedure described in example 192 h, (2S,4R)-1-(3-oxo-thiobutyryl)-4-(2-trifluoromethyl-benzenesulfonyl)-pyrrolidine-2-carboxylic acid methyl ester (example 192 g) was reacted with 2,2,2-trifluoroethylhydrazine (CAS Reg. No. 5042-30-8) to give the title compound as yellow solid. MS (ESI): m/z=500.2 [M+H]+.